describe an organic reaction: reactants, conditions, products, and yield From a dataset of the Open Reaction Database (ORD), a public repository of structured organic reaction records. Starting materials: C[Si](C1=CC=CC=C1)(C1=CC=CC=C1)Cl (Ph2MeSiCl), C[Si](C1=CC=CC=C1)(C1=CC=CC=C1)[Li] (Ph2MeSiLi), 607.7g, [Si](C)(C)(C)Cl (Me3SiCl), [Si](C)(C)(C)Cl (Me3SiCl), C[Si](C1=CC=CC=C1)(C1=CC=CC=C1)[Li] (Ph2MeSiLi). The solvent is O1CCCC1 (tetrahydrofuran), O1CCCC1 (THF). Reaction conditions: time 16 hour. Yields the product C[Si](C1=CC=CC=C1)(C1=CC=CC=C1)[Si](C)(C)C (Ph2MeSi-SiMe3). Isolated yield 71.0%. Reaction SMILES: [CH3:1][Si:2](Cl)([C:9]1[CH:14]=[CH:13][CH:12]=[CH:11][CH:10]=1)[C:3]1[CH:8]=[CH:7][CH:6]=[CH:5][CH:4]=1.[CH3:16][Si:17]([Li])([C:24]1C=CC=CC=1)[C:18]1C=CC=CC=1.[Si](Cl)(C)(C)C>O1CCCC1>[CH3:1][Si:2]([Si:17]([CH3:24])([CH3:18])[CH3:16])([C:9]1[CH:14]=[CH:13][CH:12]=[CH:11][CH:10]=1)[C:3]1[CH:8]=[CH:7][CH:6]=[CH:5][CH:4]=1. Reported procedure: A slurry 89.3 g of Li metal cut into small pieces in 1500 ml dry tetrahydrofuran (THF) under an Ar atmosphere was treated dropwise with neat Ph2MeSiCl (1302.2g, 5.59 moles). During the addition, agitation was provided via a mechanical stirrer and an ice bath was employed as necessary to hold the reaction temperature under 40° C. The mixture was then allowed to stir overnight (16 hr.) at room temperature. The dark red solution of Ph2MeSiLi was then treated with 607.7g (5.59 moles) of Me3SiCl diss... Reactants: BrC1=CC=C(C=C1)CC=O ((4-bromophenyl)acetaldehyde), C(=O)(OCC)C=P(C1=CC=CC=C1)(C1=CC=CC=C1)C1=CC=CC=C1 ((carbethoxymethylene)triphenylphosphorane). Run in C(Cl)Cl (CH2Cl2), C(Cl)Cl (CH2Cl2). Run at time 16 hour. Product: BrC1=CC=C(C=C1)CC=CC(=O)OCC (ethyl 4-(4-bromophenyl)but-2-enoate). As a reaction SMILES: [Br:1][C:2]1[CH:7]=[CH:6][C:5]([CH2:8][CH:9]=O)=[CH:4][CH:3]=1.[C:11]([CH:16]=P(C1C=CC=CC=1)(C1C=CC=CC=1)C1C=CC=CC=1)([O:13][CH2:14][CH3:15])=[O:12]>C(Cl)Cl>[Br:1][C:2]1[CH:3]=[CH:4][C:5]([CH2:8][CH:9]=[CH:16][C:11]([O:13][CH2:14][CH3:15])=[O:12])=[CH:6][CH:7]=1. Procedure: To a cold solution (−78° C.) of 15 g (62 mmol) of ethyl (4-bromophenyl)acetate (Compound A) in 150 ml of C12 was added dropwise (over a span of 1 hour) 65 ml (65 mmol) of diisobutylaluminum hydride (DIBAL-H, 1M solution in hexane). After the DIBAL-H addition was complete, the reaction was stirred at −78° C. for an additional hour. The reaction was quenched by the dropwise 13.addition of methanol (10 ml), followed by water (10 ml) and 10% HCl (40 ml). The mixture was then warmed to 0° C., stirred...